This data is from the Open Reaction Database (ORD), a public repository of structured organic reaction records. The task is: describe an organic reaction: reactants, conditions, products, and yield Starting materials: OC(C1C(OCC1)=O)C1=CC(=CC=C1)OC (3-[hydroxy(3-methoxyphenyl)methyl]-2-oxotetrahydrofuran). Reagents/catalysts: [Pd] (Pd/C). Solvent: C(C)O (ethanol). Run at time 10 hour. The product is COC=1C=C(CC2C(OCC2)=O)C=CC1 (3-(3-methoxybenzyl)-2-oxotetrahydrofuran). The yield is 86.2%. Reaction SMILES: O[CH:2]([C:9]1[CH:14]=[CH:13][CH:12]=[C:11]([O:15][CH3:16])[CH:10]=1)[CH:3]1[CH2:7][CH2:6][O:5][C:4]1=[O:8]>C(O)C.[Pd]>[CH3:16][O:15][C:11]1[CH:10]=[C:9]([CH:14]=[CH:13][CH:12]=1)[CH2:2][CH:3]1[CH2:7][CH2:6][O:5][C:4]1=[O:8]. Procedure: A mixture of 3-[hydroxy(3-methoxyphenyl)methyl]-2-oxotetrahydrofuran (1.0 g) and 10% Pd/C (0.5 g) in ethanol (20 ml) was stirred under H2 for 10 hours. The catalyst was filtered off and the filtrate was evaporated in vacuo to give 3-(3-methoxybenzyl)-2-oxotetrahydrofuran (0.8 g). Reactants: C(Cl)(Cl)Cl (chloroform), [Cu](C#N)C#N (copper cyanide), [C-]#N.[Na+] (sodium cyanide), C(CCCCC)SC1=NN2C(=NC(=CC2=O)I)S1 (2-hexylthio-7-iodo-5H-1,3,4-thiadiazolo[3,2-a]pyrimidin-5-one). Solvent: CN(C=O)C (dimethylformamide), O (water). Run at temperature 100 celsius, time 1 hour. Product: C(#N)C=1N=C2N(C(C1)=O)N=C(S2)SCCCCCC (7-cyano-2-hexylthio-5H-1,3,4-thiadiazolo[3,2-a]pyrimidin-5-one). Isolated yield 51.5%. RXN SMILES: [CH2:1]([S:7][C:8]1[S:18][C:11]2=[N:12][C:13](I)=[CH:14][C:15](=[O:16])[N:10]2[N:9]=1)[CH2:2][CH2:3][CH2:4][CH2:5][CH3:6].[Cu](C#N)[C:20]#[N:21].[C-]#N.[Na+].C(Cl)(Cl)Cl>CN(C)C=O.O>[C:20]([C:13]1[N:12]=[C:11]2[S:18][C:8]([S:7][CH2:1][CH2:2][CH2:3][CH2:4][CH2:5][CH3:6])=[N:9][N:10]2[C:15](=[O:16])[CH:14]=1)#[N:21] |f:2.3|. Procedure details: In 100 ml of dimethylformamide, 6 g of 2-hexylthio-7-iodo-5H-1,3,4-thiadiazolo[3,2-a]pyrimidin-5-one was dissolved. To this solution, 1.77 g of copper cyanide and 0.97 g of sodium cyanide were added and the solution was stirred at 100° C. for 1 hour. After the reaction mixture was cooled to room temperature, it was wxtracted with chloroform and water. The organic layer was washed with water and dried over anhydrous sodium sulfate. Florisil® was added to the organic layer and it was shaken. The s... Reactants: COc1ccc(C(C)C)cc1-c1cc(OC)c(C(F)(F)F)cc1Br, [Li]CCCC, CN(C)C=O, CCCCCC, CCOC(C)=O, [Cl-], [NH4+], C1CCOC1. The product is COc1ccc(C(C)C)cc1-c1cc(OC)c(C(F)(F)F)cc1C=O. As a reaction SMILES: [Br:1][c:2]1[c:3](-[c:14]2[c:15]([O:23][CH3:24])[cH:16][cH:17][c:18]([CH:20]([CH3:21])[CH3:22])[cH:19]2)[cH:4][c:5]([O:12][CH3:13])[c:6]([C:8]([F:9])([F:10])[F:11])[cH:7]1.[CH2:25]([Li:26])[CH2:27][CH2:28][CH3:29].[CH3:30][N:31]([CH:32]=[O:33])[CH3:34].[CH3:42][CH2:43][CH2:44][CH2:45][CH2:46][CH3:47].[CH3:48][CH2:49][O:50][C:51](=[O:52])[CH3:53].[Cl-:35].[NH4+:36].[O:37]1[CH2:38][CH2:39][CH2:40][CH2:41]1>>[c:2]1([CH:32]=[O:33])[c:3](-[c:14]2[c:15]([O:23][CH3:24])[cH:16][cH:17][c:18]([CH:20]([CH3:21])[CH3:22])[cH:19]2)[cH:4][c:5]([O:12][CH3:13])[c:6]([C:8]([F:9])([F:10])[F:11])[cH:7]1. Starting materials: CCCC(C(=O)OC)c1c(C)nc2cc(C(C)(C)C)nn2c1-c1ccc(C)cc1, CO, [Na+], [OH-], O. Product: CCCC(C(=O)O)c1c(C)nc2cc(C(C)(C)C)nn2c1-c1ccc(C)cc1. RXN SMILES: [C:1]([CH3:2])([CH3:3])([CH3:4])[c:5]1[n:6][n:7]2[c:8]([n:9][c:10]([CH3:28])[c:11]([CH:20]([C:21](=[O:22])[O:23][CH3:24])[CH2:25][CH2:26][CH3:27])[c:12]2-[c:13]2[cH:14][cH:15][c:16]([CH3:19])[cH:17][cH:18]2)[cH:29]1.[CH3:33][OH:34].[Na+:31].[OH-:30].[OH2:32]>>[C:1]([CH3:2])([CH3:3])([CH3:4])[c:5]1[n:6][n:7]2[c:8]([n:9][c:10]([CH3:28])[c:11]([CH:20]([C:21](=[O:22])[OH:23])[CH2:25][CH2:26][CH3:27])[c:12]2-[c:13]2[cH:14][cH:15][c:16]([CH3:19])[cH:17][cH:18]2)[cH:29]1. Reported procedure: A mixture of 4-(3-bromopropyl)-1,2-dihydro-6-methoxynaphthalene (10 g, 35.6 mmol.) and sodium cyanide (1.92 g, 39.1 mmol.) was stirred in dimethyl sulfoxide (20 ml) for one hour at room temperature. The reaction mixture was poured into water, then the organic substance was extracted with ethyl acetate. The extract solution was washed with a saturated aqueous saline solution and water, which was dried over anhydrous magnesium sulfate, followed by distilling off the solvent under reduced pressure.... The solvent is CS(=O)C (dimethyl sulfoxide). As a reaction SMILES: Br[CH2:2][CH2:3][CH2:4][C:5]1[C:14]2[C:9](=[CH:10][CH:11]=[C:12]([O:15][CH3:16])[CH:13]=2)[CH2:8][CH2:7][CH:6]=1.[C-:17]#[N:18].[Na+].O>CS(C)=O>[CH3:16][O:15][C:12]1[CH:13]=[C:14]2[C:9]([CH2:8][CH2:7][CH:6]=[C:5]2[CH2:4][CH2:3][CH2:2][C:17]#[N:18])=[CH:10][CH:11]=1 |f:1.2|. Yields the product COC1=CC=C2CCC=C(C2=C1)CCCC#N (4-(7-Methoxy-3,4-dihydronaphthalen-1-yl)butyronitrile). Reactants: BrCCCC1=CCCC2=CC=C(C=C12)OC (4-(3-bromopropyl)-1,2-dihydro-6-methoxynaphthalene), [C-]#N.[Na+] (sodium cyanide), O (water). The yield is 93.0%. Starting materials: FC=1C=C2C(=NNC2=CC1)I (5-fluoro-3-iodo-indazole), FC1(CCC(CC1)O)F (4,4-difluorocyclohexanol), 31A. Product: FC1(CCC(CC1)N1N=C(C2=CC(=CC=C12)F)I)F (1-(4,4,-difluorocyclohexyl)-5-fluoro-3-iodo-1H-indazole). Isolated yield 17.0%. RXN SMILES: [F:1][C:2]1[CH:3]=[C:4]2[C:8](=[CH:9][CH:10]=1)[NH:7][N:6]=[C:5]2[I:11].[F:12][C:13]1([F:20])[CH2:18][CH2:17][CH:16](O)[CH2:15][CH2:14]1>>[F:12][C:13]1([F:20])[CH2:18][CH2:17][CH:16]([N:7]2[C:8]3[C:4](=[CH:3][C:2]([F:1])=[CH:10][CH:9]=3)[C:5]([I:11])=[N:6]2)[CH2:15][CH2:14]1. Reported procedure: The title compound was prepared from 5-fluoro-3-iodo-indazole and 4,4-difluorocyclohexanol in 17% yield according to the general procedure for Preparation 31A. The minor isomer was not isolated or characterized. 1H NMR (400 MHz, CDCl3): δ 1.94-2.17 (4H, m), 2.34-2.52 (4H, m), 4.67-4.73 (1H, m), 7.02 (1H, dd, J=2.4, 8.4 Hz), 7.11 (1H, td, J=2.4, 9.2 Hz), 7.67 (1H, dd, J=4.0, 9.2 Hz).